From a dataset of the Open Reaction Database (ORD), a public repository of structured organic reaction records. describe an organic reaction: reactants, conditions, products, and yield Reactants: C(C)(C)(C)OC(=O)NC[C@@H](CO)OCC1=CC(=C(C=C1)OC)OC ((2S)-3-(t-butoxycarbonylamino)-2-(3,4-dimethoxybenzyloxy)propanol), CSC1=CC(=C(C(=O)NC=2C(=NC=CC2)C(=O)NC2=NC=C(C=C2)Cl)C=C1)O (3-[4-methylthio-2-(hydroxy)benzoylamino]-N-(5-chloro-pyridin-2-yl)pyridine-2-carboxamide). Yields the product ClC=1C=CC(=NC1)NC(=O)C1=NC=CC=C1NC(C1=C(C=C(C=C1)SC)OC[C@H](CNC(=O)OC(C)(C)C)OCC1=CC(=C(C=C1)OC)OC)=O (N-(5-Chloropyridin-2-yl)-3-[4-methylthio-2-[(2S)-3-(t-butoxycarbonylamino)-2-(3,4-dimethoxybenzyloxy)propoxy]-benzoylamino]pyridine-2-carboxamide). The yield is 71.0%. RXN SMILES: [C:1]([O:5][C:6]([NH:8][CH2:9][C@H:10]([O:13][CH2:14][C:15]1[CH:20]=[CH:19][C:18]([O:21][CH3:22])=[C:17]([O:23][CH3:24])[CH:16]=1)[CH2:11][OH:12])=[O:7])([CH3:4])([CH3:3])[CH3:2].[CH3:25][S:26][C:27]1[CH:51]=[CH:50][C:30]([C:31]([NH:33][C:34]2[C:35]([C:40]([NH:42][C:43]3[CH:48]=[CH:47][C:46]([Cl:49])=[CH:45][N:44]=3)=[O:41])=[N:36][CH:37]=[CH:38][CH:39]=2)=[O:32])=[C:29](O)[CH:28]=1>>[Cl:49][C:46]1[CH:47]=[CH:48][C:43]([NH:42][C:40]([C:35]2[C:34]([NH:33][C:31](=[O:32])[C:30]3[CH:29]=[CH:28][C:27]([S:26][CH3:25])=[CH:51][C:50]=3[O:12][CH2:11][C@@H:10]([O:13][CH2:14][C:15]3[CH:20]=[CH:19][C:18]([O:21][CH3:22])=[C:17]([O:23][CH3:24])[CH:16]=3)[CH2:9][NH:8][C:6]([O:5][C:1]([CH3:4])([CH3:3])[CH3:2])=[O:7])=[CH:39][CH:38]=[CH:37][N:36]=2)=[O:41])=[N:44][CH:45]=1. Procedure: Using a procedure analogous to Example 38-D, (2S)-3-(t-butoxycarbonylamino)-2-(3,4-dimethoxybenzyloxy)propanol and 3-[4-methylthio-2-(hydroxy)benzoylamino]-N-(5-chloro-pyridin-2-yl)pyridine-2-carboxamide gave the title compound as a solid (800 mg, 71%). Starting materials: CCC(C)=O, CS(=O)(=O)OCCCN1CCN(C(=O)C=Cc2ccc(Cl)c(Cl)c2)CCC1=O, [I-], [Na+]. Yields the product O=C(C=Cc1ccc(Cl)c(Cl)c1)N1CCC(=O)N(CCCI)CC1. Reaction SMILES: [CH3:31][C:32](=[O:33])[CH2:34][CH3:35].[Cl:1][c:2]1[cH:3][c:4]([CH:9]=[CH:10][C:11](=[O:12])[N:13]2[CH2:14][CH2:15][N:16]([CH2:21][CH2:22][CH2:23][O:24][S:25]([CH3:26])(=[O:27])=[O:28])[C:17](=[O:20])[CH2:18][CH2:19]2)[cH:5][cH:6][c:7]1[Cl:8].[I-:30].[Na+:29]>>[Cl:1][c:2]1[cH:3][c:4]([CH:9]=[CH:10][C:11](=[O:12])[N:13]2[CH2:14][CH2:15][N:16]([CH2:21][CH2:22][CH2:23][I:30])[C:17](=[O:20])[CH2:18][CH2:19]2)[cH:5][cH:6][c:7]1[Cl:8].